From a dataset of the Open Reaction Database (ORD), a public repository of structured organic reaction records. describe an organic reaction: reactants, conditions, products, and yield The reactants are Cc1noc(-c2ccc(Br)cc2)c1C(F)(F)CCCc1ccccc1, CCOC(=O)C1(c2ccc(B3OC(C)(C)C(C)(C)O3)cc2)CC1, Cl[Pd]Cl, c1ccc(P(c2ccccc2)c2ccccc2)cc1, c1ccc(P(c2ccccc2)c2ccccc2)cc1. The product is CCOC(=O)C1(c2ccc(-c3ccc(-c4onc(C)c4C(F)(F)CCCc4ccccc4)cc3)cc2)CC1. As a reaction SMILES: [Br:1][c:2]1[cH:3][cH:4][c:5](-[c:8]2[c:9]([C:14]([CH2:15][CH2:16][CH2:17][c:18]3[cH:19][cH:20][cH:21][cH:22][cH:23]3)([F:24])[F:25])[c:10]([CH3:13])[n:11][o:12]2)[cH:6][cH:7]1.[CH2:26]([CH3:27])[O:28][C:29](=[O:30])[C:31]1([c:34]2[cH:35][cH:36][c:37]([B:40]3[O:41][C:42]([CH3:43])([CH3:44])[C:45]([CH3:46])([CH3:47])[O:48]3)[cH:38][cH:39]2)[CH2:32][CH2:33]1.[Pd:49]([Cl:50])[Cl:51].[c:52]1([P:53]([c:54]2[cH:55][cH:56][cH:57][cH:58][cH:59]2)[c:60]2[cH:61][cH:62][cH:63][cH:64][cH:65]2)[cH:66][cH:67][cH:68][cH:69][cH:70]1.[c:71]1([P:72]([c:73]2[cH:74][cH:75][cH:76][cH:77][cH:78]2)[c:79]2[cH:80][cH:81][cH:82][cH:83][cH:84]2)[cH:85][cH:86][cH:87][cH:88][cH:89]1>>[c:2]1(-[c:37]2[cH:36][cH:35][c:34]([C:31]3([C:29]([O:28][CH2:26][CH3:27])=[O:30])[CH2:32][CH2:33]3)[cH:39][cH:38]2)[cH:3][cH:4][c:5](-[c:8]2[c:9]([C:14]([CH2:15][CH2:16][CH2:17][c:18]3[cH:19][cH:20][cH:21][cH:22][cH:23]3)([F:24])[F:25])[c:10]([CH3:13])[n:11][o:12]2)[cH:6][cH:7]1.